This data is from the Open Reaction Database (ORD), a public repository of structured organic reaction records. The task is: describe an organic reaction: reactants, conditions, products, and yield Reactants: Clc1ncnc2cc(OCc3ccccc3)ccc12, CCCC(C)O, Cl, COC(=O)Oc1cc(N)c(F)cc1C. Product: Cl, COC(=O)Oc1cc(Nc2ncnc3cc(OCc4ccccc4)ccc23)c(F)cc1C. As a reaction SMILES: [CH2:16]([c:17]1[cH:18][cH:19][cH:20][cH:21][cH:22]1)[O:23][c:24]1[cH:25][cH:26][c:27]2[c:28]([Cl:34])[n:29][cH:30][n:31][c:32]2[cH:33]1.[CH3:35][CH:36]([OH:37])[CH2:38][CH2:39][CH3:40].[ClH:15].[F:1][c:2]1[c:3]([NH2:4])[cH:5][c:6]([O:10][C:11](=[O:12])[O:13][CH3:14])[c:7]([CH3:9])[cH:8]1>>[ClH:34].[F:1][c:2]1[c:3]([NH:4][c:28]2[c:27]3[cH:26][cH:25][c:24]([O:23][CH2:16][c:17]4[cH:18][cH:19][cH:20][cH:21][cH:22]4)[cH:33][c:32]3[n:31][cH:30][n:29]2)[cH:5][c:6]([O:10][C:11](=[O:12])[O:13][CH3:14])[c:7]([CH3:9])[cH:8]1. Reactants: [H][H] (hydrogen), [H][H] (hydrogen), CC=1C(=C(C=CC1)OC)[N+](=O)[O-] (3-methyl-2-nitroanisole). The reagents and catalysts are [Pd] (Palladium charcoal). Run in C(C)O (ethanol). Product: COC1=C(C(=CC=C1)C)N (2-methoxy-6-methylbenzenamine). Yield: 100.6%. Reaction SMILES: [CH3:1][C:2]1[C:3]([N+:10]([O-])=O)=[C:4]([O:8][CH3:9])[CH:5]=[CH:6][CH:7]=1.[H][H]>C(O)C.[Pd]>[CH3:9][O:8][C:4]1[CH:5]=[CH:6][CH:7]=[C:2]([CH3:1])[C:3]=1[NH2:10]. Procedure: Palladium charcoal (1.0 g of 10%) was added to a solution of 3-methyl-2-nitroanisole (16.8 g, 0.1 mol) in ethanol (150 mL) and the solution was hydrogenated (50 lb initial hydrogen pressure) until hydrogen uptake ceased (2 hours). The solution was filtered and evaporated to give 13.8 g of 2-methoxy-6-methylbenzenamine (compound XLIV) as an oil. The product was dissolved in acetic anhydride (100 mL) and the resulting solution was refluxed for 1 hour. Part of the solvent (50 mL) was slowly removed... Reactants: [N+](=O)([O-])C1=CC=C(C=C1)NC(=O)C1N(CCN(C1)C1=CC=CC=C1)CC1=CC=CC=C1 (N-(4-nitrophenyl)-4-phenyl-1-(phenylmethyl)-2-piperazinecarboxamide), O.O.[Sn](Cl)Cl (tin (II) chloride dihydrate). Yields the product NC1=CC=C(C=C1)NC(=O)C1N(CCN(C1)C1=CC=CC=C1)CC1=CC=CC=C1 (N-(4-Aminophenyl)-4-phenyl-1-(phenylmethyl)-2-piperazinecarboxamide). As a reaction SMILES: [N+:1]([C:4]1[CH:9]=[CH:8][C:7]([NH:10][C:11]([CH:13]2[CH2:18][N:17]([C:19]3[CH:24]=[CH:23][CH:22]=[CH:21][CH:20]=3)[CH2:16][CH2:15][N:14]2[CH2:25][C:26]2[CH:31]=[CH:30][CH:29]=[CH:28][CH:27]=2)=[O:12])=[CH:6][CH:5]=1)([O-])=O.O.O.[Sn](Cl)Cl>>[NH2:1][C:4]1[CH:5]=[CH:6][C:7]([NH:10][C:11]([CH:13]2[CH2:18][N:17]([C:19]3[CH:24]=[CH:23][CH:22]=[CH:21][CH:20]=3)[CH2:16][CH2:15][N:14]2[CH2:25][C:26]2[CH:27]=[CH:28][CH:29]=[CH:30][CH:31]=2)=[O:12])=[CH:8][CH:9]=1 |f:1.2.3|. Reported procedure: In a manner similar to Preparation 20, react N-(4-nitrophenyl)-4-phenyl-1-(phenylmethyl)-2-piperazinecarboxamide (6.85 g, 16.8 mmol) with tin (II) chloride dihydrate (18.5 g, 82 mmol) to obtainthe title compound.